From a dataset of the Open Reaction Database (ORD), a public repository of structured organic reaction records. describe an organic reaction: reactants, conditions, products, and yield Reactants: C(=O)(OCC1=CC=CC=C1)N[C@H](CO)C(=O)O (N-Cbz-D-serine), C1CCOC1 (THF), CC1(C(C(CC1)C)O)C (2,2,5-trimethylcyclopentanol). Product: CC1(C(C(CC1)C)OC([C@H](NC(=O)OCC1=CC=CC=C1)CO)=O)C (N-Cbz-D-serine-2,2,5-trimethylcyclopentyl ester). Reaction SMILES: [C:1]([NH:11][C@@H:12]([C:15]([OH:17])=[O:16])[CH2:13][OH:14])([O:3][CH2:4][C:5]1[CH:10]=[CH:9][CH:8]=[CH:7][CH:6]=1)=[O:2].C1COCC1.[CH3:23][C:24]1([CH3:31])[CH2:28][CH2:27][CH:26]([CH3:29])[CH:25]1O>>[CH3:23][C:24]1([CH3:31])[CH2:28][CH2:27][CH:26]([CH3:29])[CH:25]1[O:16][C:15](=[O:17])[C@@H:12]([CH2:13][OH:14])[NH:11][C:1]([O:3][CH2:4][C:5]1[CH:10]=[CH:9][CH:8]=[CH:7][CH:6]=1)=[O:2]. Procedure details: Into a suspension of N-Cbz-D-serine (5 g) in 50 ml of dry THF containing 1 equivalent of 2,2,5-trimethylcyclopentanol is bubbled dry hydrogen chloride gas at room temperature. Upon complete solution of the mixture, the reaction is refluxed for 5 hours, then concentrated. Ethyl acetate is added, and this is washed with saturated sodium bicarbonate, water, and dried over MgSO4. Filtration followed by concentration yields N-Cbz-D-serine-2,2,5-trimethylcyclopentyl ester. 5 g of this product is disso... Reactants: C(#N)C(C=O)=C(C1=CC=C(C=C1)F)C1=CC=C(C=C1)F (2-cyano-3,3-bis(4-fluorophenyl)-2-propenal), C1(=CC=CC=C1)P(C1=CC=CC=C1)(C1=CC=CC=C1)=CC=O (triphenylphosphoranylidene acetaldehyde), C1=CC=CC=C1 (benzene). Solvent: hexanes. Yields the product C(#N)C(C=CC=O)=C(C1=CC=C(C=C1)F)C1=CC=C(C=C1)F (4-Cyano-5,5-bis(4-fluorophenyl)-2,4-pentadienal). Yield: 100.0%. RXN SMILES: [C:1]([C:3](=[C:6]([C:14]1[CH:19]=[CH:18][C:17]([F:20])=[CH:16][CH:15]=1)[C:7]1[CH:12]=[CH:11][C:10]([F:13])=[CH:9][CH:8]=1)C=O)#[N:2].C1(P(=[CH:40][CH:41]=[O:42])(C2C=CC=CC=2)C2C=CC=CC=2)C=CC=CC=1.[CH:43]1C=CC=CC=1>>[C:1]([C:3](=[C:6]([C:14]1[CH:19]=[CH:18][C:17]([F:20])=[CH:16][CH:15]=1)[C:7]1[CH:8]=[CH:9][C:10]([F:13])=[CH:11][CH:12]=1)[CH:43]=[CH:40][CH:41]=[O:42])#[N:2]. Reported procedure: To a dry mixture of 2-cyano-3,3-bis(4-fluorophenyl)-2-propenal (1.29 g, 4.8 mmol) and triphenylphosphoranylidene acetaldehyde (1.54 g, 5.04 mmol) under an inert atmosphere at ambient temperature was added 60 mL of dry benzene. The suspension was warmed to reflux temperature under an inert atmosphere and the reaction was allowed to proceed at reflux temperature for one hour. The crude reaction mixture was poured on a silica gel column saturated with hexanes. The desired product was eluted with 1 ... Starting materials: BrC1=CC=C(C=C1)Cl (p-bromochlorobenzene), C(C)OCC (diethyl ether), ice, Cl (hydrochloric acid), magnesium(scraped shape), II (iodine), C(C)OCC (diethyl ether), C(C)(C)(C)C1=CC=C(C=C1)CC#N (p-tert-butylphenyl acetonitrile), C(C)OCC (diethyl ether). Conditions: time 20 minute. The product is ClC1=CC=C(C=C1)C(CC1=CC=C(C=C1)C(C)(C)C)=O (4'-chloro-2-(4-tert-butylphenyl)acetophenone). Reaction SMILES: II.Br[C:4]1[CH:9]=[CH:8][C:7]([Cl:10])=[CH:6][CH:5]=1.[C:11]([C:15]1[CH:20]=[CH:19][C:18]([CH2:21][C:22]#N)=[CH:17][CH:16]=1)([CH3:14])([CH3:13])[CH3:12].Cl.C([O:27]CC)C>>[Cl:10][C:7]1[CH:8]=[CH:9][C:4]([C:22](=[O:27])[CH2:21][C:18]2[CH:19]=[CH:20][C:15]([C:11]([CH3:14])([CH3:13])[CH3:12])=[CH:16][CH:17]=2)=[CH:5][CH:6]=1. Procedure details: 0.7 of magnesium(scraped shape) and 100 mg of a chip of iodine were added to 5 ml of anhydrous diethyl ether. 10 ml of anhydrous diethyl ether solution of 5.6 g of p-bromochlorobenzene was dropwise added thereto under nitrogen stream at a rate that was just fast enough to maintain a gentle reflux. This solution was stirred at room temperature for 20 minutes to react them, a solution of 4.8 g of p-tert-butylphenyl acetonitrile in 5 ml of anhydrous diethyl ether was dropwise added thereto at a rat... The reactants are B, Cc1cc(C(=O)N2CCOCC2)sc1Br, C1CCOC1, C1CCOC1, CO, [Na+], [OH-]. The product is Cc1cc(CN2CCOCC2)sc1Br. As a reaction SMILES: [BH3:21].[Br:1][c:2]1[c:3]([CH3:15])[cH:4][c:5]([C:7](=[O:8])[N:9]2[CH2:10][CH2:11][O:12][CH2:13][CH2:14]2)[s:6]1.[CH2:16]1[O:17][CH2:18][CH2:19][CH2:20]1.[CH2:22]1[O:23][CH2:24][CH2:25][CH2:26]1.[CH3:29][OH:30].[Na+:28].[OH-:27]>>[Br:1][c:2]1[c:3]([CH3:15])[cH:4][c:5]([CH2:7][N:9]2[CH2:10][CH2:11][O:12][CH2:13][CH2:14]2)[s:6]1. Reactants: FC1=C(N)C=CC(=C1)OC(C(C)(C)C)=O (2-fluoro-4-pivaloyloxyaniline), ClN1C(CCC1=O)=O (N-chlorosuccinimide). Run in FC1=CC=CC=C1 (fluorobenzene). Yields the product ClC1=C(N)C(=CC(=C1)OC(C(C)(C)C)=O)F (2-chloro-4-pivaloyloxy-6-fluoroaniline). As a reaction SMILES: [F:1][C:2]1[CH:8]=[C:7]([O:9][C:10](=[O:15])[C:11]([CH3:14])([CH3:13])[CH3:12])[CH:6]=[CH:5][C:3]=1[NH2:4].[Cl:16]N1C(=O)CCC1=O>FC1C=CC=CC=1>[Cl:16][C:5]1[CH:6]=[C:7]([O:9][C:10](=[O:15])[C:11]([CH3:12])([CH3:14])[CH3:13])[CH:8]=[C:2]([F:1])[C:3]=1[NH2:4]. Procedure details: A mixture of 7.3 g (0.035 mol) of 2-fluoro-4-pivaloyloxyaniline and 5.1 g (0.038 mol) of N-chlorosuccinimide in 50 ml of fluorobenzene is heated to reflux under a nitrogen atmosphere for two hours. After cooling to room temperature, the solvent is removed, water is added, and the mixture is extracted with ethyl acetate. The organic layer is washed with 1 N sodium hydroxide, and saturated brine, and dried over magnesium sulfate. Filtration and removal of the solvents gives a residue which is puri... Starting materials: compound B, BrCC(=O)C=1C=C2C3=C(N(C2=CC1)C)N(C(C(=C3)C3=CC=C(C=C3)F)=O)C (6-(2-bromoacetyl)-3-(4-fluorophenyl)-1,9-dimethyl-1,9-dihydropyrido[2,3-b]indol-2-one), C(C(C)(C)C)(=O)OCC(=S)N (2-amino-2-thioxoethyl pivalate). The product is FC1=CC=C(C=C1)C1=CC2=C(N(C3=CC=C(C=C23)C=2N=C(SC2)COC(C(C)(C)C)=O)C)N(C1=O)C (2,2-Dimethylpropionic acid 4-[3-(4-fluorophenyl)-1,9-dimethyl-2-oxo-2,9-dihydro-1H-pyrido[2,3-b]indol-6-yl]-thiazol-2-ylmethyl ester). Reaction SMILES: Br[CH2:2][C:3]([C:5]1[CH:6]=[C:7]2[C:11](=[CH:12][CH:13]=1)[N:10]([CH3:14])[C:9]1[N:15]([CH3:27])[C:16](=[O:26])[C:17]([C:19]3[CH:24]=[CH:23][C:22]([F:25])=[CH:21][CH:20]=3)=[CH:18][C:8]2=1)=O.[C:28]([O:34][CH2:35][C:36]([NH2:38])=[S:37])(=[O:33])[C:29]([CH3:32])([CH3:31])[CH3:30]>>[F:25][C:22]1[CH:21]=[CH:20][C:19]([C:17]2[C:16](=[O:26])[N:15]([CH3:27])[C:9]3[N:10]([CH3:14])[C:11]4[C:7]([C:8]=3[CH:18]=2)=[CH:6][C:5]([C:3]2[N:38]=[C:36]([CH2:35][O:34][C:28](=[O:33])[C:29]([CH3:32])([CH3:31])[CH3:30])[S:37][CH:2]=2)=[CH:13][CH:12]=4)=[CH:24][CH:23]=1. Procedure details: The process is carried out as indicated in Example 3 above, with compound B 6-(2-bromoacetyl)-3-(4-fluorophenyl)-1,9-dimethyl-1,9-dihydropyrido[2,3-b]indol-2-one and 2-amino-2-thioxoethyl pivalate Starting materials: COc1cc(Cl)cc(C#N)c1, [I-], [Li+], Cc1cc(C)nc(C)c1. The product is N#Cc1cc(O)cc(Cl)c1. As a reaction SMILES: [Cl:1][c:2]1[cH:3][c:4]([O:10][CH3:11])[cH:5][c:6]([C:7]#[N:8])[cH:9]1.[I-:12].[Li+:13].[n:14]1[c:15]([CH3:16])[cH:17][c:18]([CH3:19])[cH:20][c:21]1[CH3:22]>>[Cl:1][c:2]1[cH:3][c:4]([OH:10])[cH:5][c:6]([C:7]#[N:8])[cH:9]1.